The task is: describe an organic reaction: reactants, conditions, products, and yield. This data is from the Open Reaction Database (ORD), a public repository of structured organic reaction records. Starting materials: C1CCOC1, C[Si](C)(C)[N-][Si](C)(C)C, COC=Cc1ccc2c(n1)COC2=O, Cl, O=C1Cc2cc(F)ccc2N1, [Li+]. The product is COC=Cc1ccc2c(n1)COC2=C1C(=O)Nc2ccc(F)cc21. Reaction SMILES: [CH2:37]1[O:38][CH2:39][CH2:40][CH2:41]1.[CH3:12][Si:13]([N-:14][Si:15]([CH3:16])([CH3:17])[CH3:18])([CH3:19])[CH3:20].[CH3:22][O:23][CH:24]=[CH:25][c:26]1[cH:27][cH:28][c:29]2[c:30]([n:31]1)[CH2:32][O:33][C:34]2=[O:35].[ClH:36].[F:1][c:2]1[cH:3][c:4]2[c:8]([cH:9][cH:10]1)[NH:7][C:6](=[O:11])[CH2:5]2.[Li+:21]>>[F:1][c:2]1[cH:3][c:4]2[c:8]([cH:9][cH:10]1)[NH:7][C:6](=[O:11])[C:5]2=[C:34]1[c:29]2[cH:28][cH:27][c:26]([CH:25]=[CH:24][O:23][CH3:22])[n:31][c:30]2[CH2:32][O:33]1. The reactants are C(C)(C)N(C(C)C)CC (N,N-diisopropylethylamine), bis(2-oxo-3-oxazolidinyl)-phosphonium acid chloride, C(C1=CC=CC=C1)N([C@@H](C)C(=O)[C@@](C(=O)O)(O)C)C (N-benzyl-N-methyl-L-alanyl-D-lactic acid), N1CCCCC1 (piperidine). The solvent is C(Cl)Cl (methylene chloride). Run at temperature 0 celsius, time 2 hour. Product: C(C1=CC=CC=C1)N([C@@H](C)C(=O)[C@@](C(=O)N1CCCCC1)(O)C)C (N-benzyl-N-methyl-L-alanyl-D-lactic acid piperidide). Yield: 56.0%. As a reaction SMILES: C(N(CC)C(C)C)(C)C.[CH2:10]([N:17]([CH3:28])[C@H:18]([C:20]([C@:22]([CH3:27])([OH:26])[C:23]([OH:25])=O)=[O:21])[CH3:19])[C:11]1[CH:16]=[CH:15][CH:14]=[CH:13][CH:12]=1.[NH:29]1[CH2:34][CH2:33][CH2:32][CH2:31][CH2:30]1>C(Cl)Cl>[CH2:10]([N:17]([CH3:28])[C@H:18]([C:20]([C@:22]([CH3:27])([OH:26])[C:23]([N:29]1[CH2:34][CH2:33][CH2:32][CH2:31][CH2:30]1)=[O:25])=[O:21])[CH3:19])[C:11]1[CH:12]=[CH:13][CH:14]=[CH:15][CH:16]=1. Reported procedure: 5.4 g (41.4 mmol) of N,N-diisopropylethylamine (Hünig's base) and 5.3 g (20.7 mmol) of bis(2-oxo-3-oxazolidinyl)-phosphonium acid chloride (BOP-Cl) are added at 0° C. to a solution of 5.0 g (18.8 mmol) of N-benzyl-N-methyl-L-alanyl-D-lactic acid and 1.6 g (20.7 mmol) of piperidine in 150 ml of methylene chloride, and the mixture is stirred at 0° C. for two hours and then at room temperature for 18 hours. The residual crude product is chromatographed on a silica gel column (silica gel 60—Merck, p... The product is C(C)OC(=O)C12NC(C3CC(CC3C(N(CCCCC=CC2C1)C)=O)OC1=NC(=NC(=C1)C1=CC=CC=C1)OC)=O (17-(2-Methoxy-6-phenyl-pyrimidin-4-yloxy)-13-methyl-2,14-dioxo-3,13-diaza-tricyclo[13.3.0.0*4,6*]octadec-7-ene-4-carboxylic acid ethyl ester). Solvent: ClCCCl (DCE). Starting materials: C(C)OC(=O)C1(C(C1)C=C)NC(=O)C1C(CC(C1)OC1=NC(=NC(=C1)C1=CC=CC=C1)OC)C(N(C)CCCCC=C)=O (1-{[2-(Hex-5-enyl-methyl-carbamoyl)-4-(2-methoxy-6-phenyl-pyrimidin-4-yloxy)-cyclopentanecarbonyl]-amino}-2-vinyl-cyclopropanecarboxylic acid ethyl ester). Reaction SMILES: [CH2:1]([O:3][C:4]([C:6]1([NH:11][C:12]([CH:14]2[CH2:18][CH:17]([O:19][C:20]3[CH:25]=[C:24]([C:26]4[CH:31]=[CH:30][CH:29]=[CH:28][CH:27]=4)[N:23]=[C:22]([O:32][CH3:33])[N:21]=3)[CH2:16][CH:15]2[C:34](=[O:43])[N:35]([CH2:37][CH2:38][CH2:39][CH2:40]C=C)[CH3:36])=[O:13])[CH2:8][CH:7]1[CH:9]=[CH2:10])=[O:5])[CH3:2]>ClCCCl.CC1C=C(C)C(N2C(=[Ru](Cl)(Cl)=CC3C=CC=CC=3OC(C)C)N(C3C(C)=CC(C)=CC=3C)CC2)=C(C)C=1>[CH2:1]([O:3][C:4]([C:6]12[CH2:8][CH:7]1[CH:9]=[CH:10][CH2:40][CH2:39][CH2:38][CH2:37][N:35]([CH3:36])[C:34](=[O:43])[CH:15]1[CH:14]([CH2:18][CH:17]([O:19][C:20]3[CH:25]=[C:24]([C:26]4[CH:31]=[CH:30][CH:29]=[CH:28][CH:27]=4)[N:23]=[C:22]([O:32][CH3:33])[N:21]=3)[CH2:16]1)[C:12](=[O:13])[NH:11]2)=[O:5])[CH3:2]. Procedure details: To a solution of the diolefin 13c (760 mg, 1.28 mmol) in DCE (700 ml) under argon (three times evaporated three times filled with argon) was added Hoveyda Grubbs catalyst 2nd generation (80 mg) and the mixture was refluxed overnight. The solvent was evaporated under reduced pressure and the residue was purified by silica gel chromatography with hexane ethyl acetate which gave the title compound (0.52 g, 70%), (M+H)+563. The reagents and catalysts are CC1=CC(=C(C(=C1)C)N2CCN(C2=[Ru](=CC3=C(C=CC=C3)OC(C)C)(Cl)Cl)C4=C(C=C(C=C4C)C)C)C (Hoveyda Grubbs catalyst 2nd generation). The yield is 72.2%. The reactants are CCOc1cc(C(C)(C)C)ncc1C1=NC(C)(c2ccc(Cl)cc2)C(C)(c2ccc(Cl)cc2)N1C(=O)Cl, COCCNC(=O)CN1CCNCC1. Yields the product CCOc1cc(C(C)(C)C)ncc1C1=NC(C)(c2ccc(Cl)cc2)C(C)(c2ccc(Cl)cc2)N1C(=O)N1CCN(CC(=O)NCCOC)CC1. As a reaction SMILES: [C:1]([CH3:2])([CH3:3])([CH3:4])[c:5]1[cH:6][c:7]([O:35][CH2:36][CH3:37])[c:8]([C:11]2=[N:15][C:14]([CH3:16])([c:17]3[cH:18][cH:19][c:20]([Cl:23])[cH:21][cH:22]3)[C:13]([CH3:24])([c:25]3[cH:26][cH:27][c:28]([Cl:31])[cH:29][cH:30]3)[N:12]2[C:32](=[O:33])[Cl:34])[cH:9][n:10]1.[CH3:38][O:39][CH2:40][CH2:41][NH:42][C:43]([CH2:44][N:45]1[CH2:46][CH2:47][NH:48][CH2:49][CH2:50]1)=[O:51]>>[C:1]([CH3:2])([CH3:3])([CH3:4])[c:5]1[cH:6][c:7]([O:35][CH2:36][CH3:37])[c:8]([C:11]2=[N:15][C:14]([CH3:16])([c:17]3[cH:18][cH:19][c:20]([Cl:23])[cH:21][cH:22]3)[C:13]([CH3:24])([c:25]3[cH:26][cH:27][c:28]([Cl:31])[cH:29][cH:30]3)[N:12]2[C:32](=[O:33])[N:48]2[CH2:47][CH2:46][N:45]([CH2:44][C:43]([NH:42][CH2:41][CH2:40][O:39][CH3:38])=[O:51])[CH2:50][CH2:49]2)[cH:9][n:10]1. Product: CCCCCCC(C)(C)c1ccc(C2CCCC(CO)C2)c(O)c1. Starting materials: B, CC(=O)[O-], [Na+], C1CCOC1, C1CCOC1, O, C=C1CCCC(c2ccc(C(C)(C)CCCCCC)cc2O)C1, OO. RXN SMILES: [BH3:29].[CH3:31][C:32](=[O:33])[O-:34].[Na+:30].[O:24]1[CH2:25][CH2:26][CH2:27][CH2:28]1.[O:37]1[CH2:38][CH2:39][CH2:40][CH2:41]1.[OH2:42].[OH:1][c:2]1[c:3]([CH:17]2[CH2:18][C:19](=[CH2:23])[CH2:20][CH2:21][CH2:22]2)[cH:4][cH:5][c:6]([C:8]([CH2:9][CH2:10][CH2:11][CH2:12][CH2:13][CH3:14])([CH3:15])[CH3:16])[cH:7]1.[OH:35][OH:36]>>[OH:1][c:2]1[c:3]([CH:17]2[CH2:18][CH:19]([CH2:23][OH:24])[CH2:20][CH2:21][CH2:22]2)[cH:4][cH:5][c:6]([C:8]([CH2:9][CH2:10][CH2:11][CH2:12][CH2:13][CH3:14])([CH3:15])[CH3:16])[cH:7]1. The reactants are C(C)(C)(C)OC(NC1=C(C=C(C(=C1)Cl)Cl)[N+](=O)[O-])=O ((4,5-dichloro-2-nitro-phenyl)-carbamic acid tert.-butyl ester), N1CCCC1 (pyrrolidine). The solvent is CS(=O)C (DMSO). Product: C(C)(C)(C)OC(NC1=C(C=C(C(=C1)N1CCCC1)Cl)[N+](=O)[O-])=O ((4-Chloro-2-nitro-5-pyrrolidin-1-yl-phenyl)-carbamic acid tert.-butyl ester), solid. Reaction SMILES: [C:1]([O:5][C:6](=[O:19])[NH:7][C:8]1[CH:13]=[C:12](Cl)[C:11]([Cl:15])=[CH:10][C:9]=1[N+:16]([O-:18])=[O:17])([CH3:4])([CH3:3])[CH3:2].[NH:20]1[CH2:24][CH2:23][CH2:22][CH2:21]1>CS(C)=O>[C:1]([O:5][C:6](=[O:19])[NH:7][C:8]1[CH:13]=[C:12]([N:20]2[CH2:24][CH2:23][CH2:22][CH2:21]2)[C:11]([Cl:15])=[CH:10][C:9]=1[N+:16]([O-:18])=[O:17])([CH3:4])([CH3:3])[CH3:2]. Reported procedure: The title compound was prepared from (4,5-dichloro-2-nitro-phenyl)-carbamic acid tert.-butyl ester (Example B2) and pyrrolidine in DMSO at 23° C. according to the general procedure C. Obtained as a yellow solid (6.65 g). Starting materials: C[Si](OCCN(C1=CC=C(C=C1)C#C[Si](C)(C)C)CC)(C)C (4-[(2-trimethylsiloxyethyl)ethylamino]trimethylsilylethynylbenzene), [F-].C(CCC)[N+](CCCC)(CCCC)CCCC (tetrabutylammonium fluoride), C(C)OCC (Ethyl ether). Run in CO.C1CCOC1 (methanol THF), C1CCOC1 (THF). Reaction conditions: time 1 hour. Yields the product OCCN(C1=CC=C(C=C1)C#C)CC (4-[(2-Hydroxyethyl)ethylamino]-ethynylbenzene). Isolated yield 88.1%. RXN SMILES: C[Si](C)(C)[O:3][CH2:4][CH2:5][N:6]([CH2:19][CH3:20])[C:7]1[CH:12]=[CH:11][C:10]([C:13]#[C:14][Si](C)(C)C)=[CH:9][CH:8]=1.[F-].C([N+](CCCC)(CCCC)CCCC)CCC.C(OCC)C>CO.C1COCC1.C1COCC1>[OH:3][CH2:4][CH2:5][N:6]([CH2:19][CH3:20])[C:7]1[CH:12]=[CH:11][C:10]([C:13]#[CH:14])=[CH:9][CH:8]=1 |f:1.2,4.5|. Procedure details: To a solution of 5.0 g, that is 15 mmole of 4-[(2-trimethylsiloxyethyl)ethylamino]trimethylsilylethynylbenzene, prepared in the previous step, dissolved in 60 mL of methanol-THF (1:1) mixture, 33 ml, that is 33 mmole, of 1M tetrabutylammonium fluoride in THF, from Aldrich Chemical Co. was added dropwise. The solution was stirred at room temperature for 1 hour. Ethyl ether was added and the mixture was extracted with water. The organic layer was separated, dried over anhydrous sodium sulfate and ... As a reaction SMILES: Br[CH2:2][CH2:3][CH2:4][CH2:5][CH2:6][CH2:7][CH2:8][CH2:9][C:10]1[CH:20]=[CH:19][CH:18]=[C:12]2[C:13]([NH:15][C:16](=[O:17])[C:11]=12)=[O:14].[NH:21]1[CH2:25][CH2:24][CH2:23][CH2:22]1>C(OCC)C>[N:21]1([CH2:2][CH2:3][CH2:4][CH2:5][CH2:6][CH2:7][CH2:8][CH2:9][C:10]2[CH:20]=[CH:19][CH:18]=[C:12]3[C:13]([NH:15][C:16](=[O:17])[C:11]=23)=[O:14])[CH2:25][CH2:24][CH2:23][CH2:22]1. Product: N1(CCCC1)CCCCCCCCC1=C2C(C(=O)NC2=O)=CC=C1 (8-pyrrolidinyloctylphthalimide). Procedure: 8-Bromooctylphthalimide (517 mg; 2.0 mmoles) and pyrrolidine (0.33 ml; 4.0 mmoles) were dissolved in anhydrous ethyl ether (5 ml). Reaction times and process as per Example 1. Run in C(C)OCC (ethyl ether). Reactants: BrCCCCCCCCC1=C2C(C(=O)NC2=O)=CC=C1 (8-Bromooctylphthalimide), N1CCCC1 (pyrrolidine). Starting materials: C(C)OC(C1=C(N=C(C=C1)OC1=CC=C(C=C1)C#N)Cl)=O (2-Chloro-6-(4-cyano phenoxy)nicotinic acid ethyl ester), FC1=CC=C(C=C1)O (4-fluorophenol). Yields the product C(C)OC(C1=C(N=C(C=C1)OC1=CC=C(C=C1)C#N)OC1=CC=C(C=C1)F)=O (6-(4-Cyano phenoxy)-2-(4-fluoro phenoxy)nicotinic Acid Ethyl Ester). Isolated yield 75.0%. RXN SMILES: [CH2:1]([O:3][C:4](=[O:21])[C:5]1[CH:10]=[CH:9][C:8]([O:11][C:12]2[CH:17]=[CH:16][C:15]([C:18]#[N:19])=[CH:14][CH:13]=2)=[N:7][C:6]=1Cl)[CH3:2].[F:22][C:23]1[CH:28]=[CH:27][C:26]([OH:29])=[CH:25][CH:24]=1>>[CH2:1]([O:3][C:4](=[O:21])[C:5]1[CH:10]=[CH:9][C:8]([O:11][C:12]2[CH:17]=[CH:16][C:15]([C:18]#[N:19])=[CH:14][CH:13]=2)=[N:7][C:6]=1[O:29][C:26]1[CH:27]=[CH:28][C:23]([F:22])=[CH:24][CH:25]=1)[CH3:2]. Procedure: 2-Chloro-6-(4-cyano phenoxy)nicotinic acid ethyl ester (0.25 g, 0.81 mmol) and 4-fluorophenol (0.09 g, 0.81 mmol) were coupled using the procedure of Example 17(b) to afford 0.23 g of the required product. Percentage purity (LCMS): 61.86%. Starting materials: Compound 38, NC=1SC(=NN1)SCC1=CC=CC2=CC=CC=C12 (2-amino-5-(1-naphthyl) methylthio-1,3,4-thiadiazole), NC1=CC=CC=C1 (aniline), ClC1=CC=C(C2=CC=CC=C12)[N+](=O)[O-] (1-chloro-4-nitronaphthalene), Compound 50, C(C1=CC=CC=C1)(=O)N=C=O (benzoyl isocyanate), NC1=NC(=NO1)C (5-amino-3-methyl-1,2,4-oxadiazole), [N+](=O)([O-])C1=CC=C(C=C1)C1=NC(=NO1)C(F)(F)F (5-(4-nitrophenyl)-3-trifluoromethyl-1,2,4-oxadiazole). Yields the product aromatic amines, NC1=CC=C(C2=CC=CC=C12)Cl (1-amino-4-chloronaphthalene). Reaction SMILES: C(N=C=O)(=O)C1C=CC=CC=1.NC1ON=C(C)N=1.NC1SC(SCC2C3C(=CC=CC=3)C=CC=2)=NN=1.[N+](C1C=CC(C2ON=C(C(F)(F)F)N=2)=CC=1)([O-])=O.NC1C=CC=CC=1.[Cl:62][C:63]1[C:72]2[C:67](=[CH:68][CH:69]=[CH:70][CH:71]=2)[C:66]([N+:73]([O-])=O)=[CH:65][CH:64]=1>>[NH2:73][C:66]1[C:67]2[C:72](=[CH:71][CH:70]=[CH:69][CH:68]=2)[C:63]([Cl:62])=[CH:64][CH:65]=1. Procedure details: The following intermediate anilines and aromatic amines were prepared in a manner similar to that described in the indicated publication, and were then reacted with the appropriate benzoyl isocyanate according to the procedure employed in Example II above: 5-amino-3-methyl-1,2,4-oxadiazole described in U.S. Pat. No. 3,917,478 (Compound 2-amino-5-(1-naphthyl) methylthio-1,3,4-thiadiazole described in German Patent 1,079,060 (Compound 38); 5-(4-nitrophenyl)-3-trifluoromethyl-1,2,4-oxadiazole descr...